From a dataset of the Open Reaction Database (ORD), a public repository of structured organic reaction records. describe an organic reaction: reactants, conditions, products, and yield The reactants are Cl (hydrochloric acid), ClC=1SC(=CC1C1CC(C=2C(=NNC2C1)C)=O)Cl (6-(2,5-dichlorothiophen-3-yl)-3-methyl-4,5,6,7-tetrahydroindazol-4-one), Cl.NNC(=N)NO (1-amino-3-hydroxyguanidine hydrochloride). Solvent: C(C)O (ethanol). Reaction conditions: temperature 90 celsius, time 4 hour. The product is Cl.ClC=1SC(=CC1C1CC(C=2C(=NNC2C1)C)=NNC(NO)=N)Cl (6-(2,5-dichlorothiophen-3-yl)-4-(1-hydroxyguanidin-3-yl)imino-3-methyl-4,5,6,7-tetrahydroindazole hydrochloride). Isolated yield 156.8%. RXN SMILES: [Cl:1][C:2]1[S:3][C:4]([Cl:18])=[CH:5][C:6]=1[CH:7]1[CH2:15][C:14]2[NH:13][N:12]=[C:11]([CH3:16])[C:10]=2[C:9](=O)[CH2:8]1.Cl.[NH2:20][NH:21][C:22]([NH:24][OH:25])=[NH:23].Cl>C(O)C>[ClH:1].[Cl:1][C:2]1[S:3][C:4]([Cl:18])=[CH:5][C:6]=1[CH:7]1[CH2:15][C:14]2[NH:13][N:12]=[C:11]([CH3:16])[C:10]=2[C:9](=[N:20][NH:21][C:22](=[NH:23])[NH:24][OH:25])[CH2:8]1 |f:1.2,5.6|. Reported procedure: To a mixture of 6-(2,5-dichlorothiophen-3-yl)-3-methyl-4,5,6,7-tetrahydroindazol-4-one (0.211 g) and 1-amino-3-hydroxyguanidine hydrochloride (102 mg) were added ethanol (4 ml) and concentrated hydrochloric acid (0.1 ml), and the mixture was stirred at 90° C. for 4 hours. Under reduced pressure, the solvent was evaporated, and to the residue was ethanol (2 ml). Precipitated crystals were filtered, washed with ethanol and dried to give 6-(2,5-dichlorothiophen-3-yl)-4-(1-hydroxyguanidin-3-yl)imino... Starting materials: ClC=1C=C(C=CC1)[C@H]1C[C@](C(N([C@@H]1C1=CC=C(C=C1)Cl)[C@H](C(C)=O)CC)=O)(C)CC(=O)O (2-((3R,5R,6S)-5-(3-Chlorophenyl)-6-(4-chlorophenyl)-3-methyl-2-oxo-1-((S)-2-oxopentan-3-yl)piperidin-3-yl)acetic acid), solution, C(C)(CC)[BH-](C(C)CC)C(C)CC.[Na+] (sodium tri-sec-butylborohydride). Run in C1CCOC1 (THF), C1CCOC1 (THF). Conditions: temperature -78 celsius, time 30 minute. Product: ClC=1C=C(C=CC1)[C@H]1C[C@](C(N([C@@H]1C1=CC=C(C=C1)Cl)[C@H]([C@H](C)O)CC)=O)(C)CC(=O)O (2-((3R,5R,6S)-5-(3-Chlorophenyl)-6-(4-chlorophenyl)-1-((2S,3S)-2-hydroxypentan-3-yl)-3-methyl-2-oxopiperidin-3-yl)acetic acid). As a reaction SMILES: [Cl:1][C:2]1[CH:3]=[C:4]([C@@H:8]2[C@@H:13]([C:14]3[CH:19]=[CH:18][C:17]([Cl:20])=[CH:16][CH:15]=3)[N:12]([C@@H:21]([CH2:25][CH3:26])[C:22](=[O:24])[CH3:23])[C:11](=[O:27])[C@:10]([CH2:29][C:30]([OH:32])=[O:31])([CH3:28])[CH2:9]2)[CH:5]=[CH:6][CH:7]=1.C([BH-](C(CC)C)C(CC)C)(CC)C.[Na+]>C1COCC1>[Cl:1][C:2]1[CH:3]=[C:4]([C@@H:8]2[C@@H:13]([C:14]3[CH:19]=[CH:18][C:17]([Cl:20])=[CH:16][CH:15]=3)[N:12]([C@@H:21]([CH2:25][CH3:26])[C@@H:22]([OH:24])[CH3:23])[C:11](=[O:27])[C@:10]([CH2:29][C:30]([OH:32])=[O:31])([CH3:28])[CH2:9]2)[CH:5]=[CH:6][CH:7]=1 |f:1.2|. Procedure details: To a solution of 3.86 g (8.13 mmol) of 2-((3R,5R,6S)-5-(3-chlorophenyl)-6-(4-chlorophenyl)-3-methyl-2-oxo-1-((S)-2-oxopentan-3-yl)piperidin-3-yl)acetic acid (Example 151) in THF (102 mL) was added a 1 M solution of sodium tri-sec-butylborohydride (N-Selectride®, Aldrich, St. Louis, Mo.) in THF (16.26 mL, 16.26 mmol) at −78° C. dropwise over a period of 5 min. After being stirred at −78° C. for 30 min, the reaction was allowed to warm to rt. The reaction was stirred at rt for 2 h, the reaction wa...